This data is from the Open Reaction Database (ORD), a public repository of structured organic reaction records. The task is: describe an organic reaction: reactants, conditions, products, and yield The reactants are [Br-], CCCN(C)C(=O)c1cc(C=O)cc(C(=O)OCC)c1, C1CCOC1, C[Mg+]. Product: CCCN(C)C(=O)c1cc(C(=O)OCC)cc(C(C)O)c1. Reaction SMILES: [Br-:21].[CH2:1]([CH3:2])[O:3][C:4]([c:5]1[cH:6][c:7]([C:8](=[O:9])[N:10]([CH2:11][CH2:12][CH3:13])[CH3:14])[cH:15][c:16]([CH:18]=[O:19])[cH:17]1)=[O:20].[CH2:24]1[O:25][CH2:26][CH2:27][CH2:28]1.[CH3:22][Mg+:23]>>[CH2:1]([CH3:2])[O:3][C:4]([c:5]1[cH:6][c:7]([C:8](=[O:9])[N:10]([CH2:11][CH2:12][CH3:13])[CH3:14])[cH:15][c:16]([CH:18]([OH:19])[CH3:22])[cH:17]1)=[O:20].